Dataset: the Open Reaction Database (ORD), a public repository of structured organic reaction records. Task: describe an organic reaction: reactants, conditions, products, and yield Reactants: CCOC(=O)Cc1ccc(Cc2n[nH]c3c2c(=O)n(-c2ccccc2)c2ncccc32)cc1, CS(C)=O, O, O=S(=O)(O)O. Yields the product O=C(O)Cc1ccc(Cc2n[nH]c3c2c(=O)n(-c2ccccc2)c2ncccc32)cc1. Reaction SMILES: [CH2:1]([CH3:2])[O:3][C:4](=[O:5])[CH2:6][c:7]1[cH:8][cH:9][c:10]([CH2:11][c:12]2[n:13][nH:14][c:15]3[c:16]2[c:17](=[O:31])[n:18](-[c:25]2[cH:26][cH:27][cH:28][cH:29][cH:30]2)[c:19]2[n:20][cH:21][cH:22][cH:23][c:24]32)[cH:32][cH:33]1.[CH3:40][S:41]([CH3:42])=[O:43].[OH2:39].[S:34](=[O:35])(=[O:36])([OH:37])[OH:38]>>[O:3]=[C:4]([OH:5])[CH2:6][c:7]1[cH:8][cH:9][c:10]([CH2:11][c:12]2[n:13][nH:14][c:15]3[c:16]2[c:17](=[O:31])[n:18](-[c:25]2[cH:26][cH:27][cH:28][cH:29][cH:30]2)[c:19]2[n:20][cH:21][cH:22][cH:23][c:24]32)[cH:32][cH:33]1.